This data is from the Open Reaction Database (ORD), a public repository of structured organic reaction records. The task is: describe an organic reaction: reactants, conditions, products, and yield Product: C1(CCCC1)C1=CC=C(C=C1)NC(C)=O (N-(4-Cyclopentylphenyl)acetamide). RXN SMILES: [CH:1]1([C:6]2[CH:11]=[CH:10][C:9]([N+:12]([O-])=O)=[CH:8][CH:7]=2)[CH2:5][CH2:4][CH2:3][CH2:2]1.C1(C2C=CC=CC=2[N+]([O-])=O)CCCC1.[C:29](OC(=O)C)(=[O:31])[CH3:30]>CO.[Pd]>[CH:1]1([C:6]2[CH:11]=[CH:10][C:9]([NH:12][C:29](=[O:31])[CH3:30])=[CH:8][CH:7]=2)[CH2:5][CH2:4][CH2:3][CH2:2]1. The yield is 54.0%. Conditions: time 5 hour. Starting materials: C1(CCCC1)C1=CC=C(C=C1)[N+](=O)[O-] (1-cyclopentyl-4-nitrobenzene), C1(CCCC1)C1=C(C=CC=C1)[N+](=O)[O-] (1-cyclopentyl-2-nitrobenzene), C(C)(=O)OC(C)=O (acetic anhydride). Reported procedure: To a solution of 1-cyclopentyl-4-nitrobenzene and 1-cyclopentyl-2-nitrobenzene (Preparation 96, 28.92 g, 151.2 mmol) in methanol (300 mL) was added acetic anhydride (20.1 mL, 213 mmol) and palladium (2 g, 20 mmol) (10% on carbon, Degussa type) and the reaction mixture hydrogenated at a pressure of 40 psi for 5 hours. The mixture was filtered through celite concentrated in vacuo, and purified by silica gel column chromatography eluting with a 0-50% ethyl acetate/hexanes gradient. The isomers sepa... Solvent: CO (methanol). Reagents/catalysts: [Pd] (palladium). Starting materials: CCCNCCC, O=C1c2ccccc2-n2cnc(-c3nc(CCl)cs3)c2C2CCN12, C1CCOC1. Product: CCCN(CCC)Cc1csc(-c2ncn3c2C2CCN2C(=O)c2ccccc2-3)n1. As a reaction SMILES: [CH2:25]([CH2:26][CH3:27])[NH:28][CH2:29][CH2:30][CH3:31].[Cl:1][CH2:2][c:3]1[n:4][c:5](-[c:8]2[n:9][cH:10][n:11]3[c:12]2[CH:13]2[N:14]([C:15](=[O:22])[c:16]4[c:17]-3[cH:18][cH:19][cH:20][cH:21]4)[CH2:23][CH2:24]2)[s:6][cH:7]1.[O:32]1[CH2:33][CH2:34][CH2:35][CH2:36]1>>[CH2:2]([c:3]1[n:4][c:5](-[c:8]2[n:9][cH:10][n:11]3[c:12]2[CH:13]2[N:14]([C:15](=[O:22])[c:16]4[c:17]-3[cH:18][cH:19][cH:20][cH:21]4)[CH2:23][CH2:24]2)[s:6][cH:7]1)[N:28]([CH2:25][CH2:26][CH3:27])[CH2:29][CH2:30][CH3:31]. Starting materials: C=1C=C(SC1)C(=O)O (thiophene carboxylic acid), CC(=O)O (HOAc), CC(=O)O (HOAc), BrBr (Br2). Reaction conditions: time 15 minute. Yields the product BrC1=CC(=CS1)C(=O)O (5-bromothiophene-3-carboxylic acid). As a reaction SMILES: [CH:1]1[CH:2]=[C:3](C(O)=O)[S:4][CH:5]=1.[Br:9]Br.C[C:12]([OH:14])=[O:13]>>[Br:9][C:3]1[S:4][CH:5]=[C:1]([C:12]([OH:14])=[O:13])[CH:2]=1. Procedure: Prepare a solution of thiophene carboxylic acid (500 mg, 3.90 mmol) in HOAc (5 mL). Add Br2 (0.17 mL, 0.85 mmol), in HOAc (3 mL), dropwise. Then stir the mixture for 15 minutes at room temperature under nitrogen. Quench the reaction with ice cold water and stir for an additional 10 minutes. Cool the solution −10° C. when the product will precipitate out. Filter the solution, rinse the filter cake with ice cold water, and dry the product to afford 473 mg of 5-bromothiophene-3-carboxylic acid as a... Reactants: Cc1cccc(C)c1C(=O)O, CCOC(C)=O, COS(=O)(=O)OC, [K+], [K+], O=C([O-])[O-], O. Product: COC(=O)c1c(C)cccc1C. Reaction SMILES: [CH3:14][c:15]1[c:16]([C:17](=[O:18])[OH:19])[c:20]([CH3:24])[cH:21][cH:22][cH:23]1.[CH3:26][CH2:27][O:28][C:29](=[O:30])[CH3:31].[CH3:7][O:8][S:9](=[O:10])(=[O:11])[O:12][CH3:13].[K+:1].[K+:2].[O-:3][C:4]([O-:5])=[O:6].[OH2:25]>>[O:12]([CH3:13])[C:17]([c:16]1[c:15]([CH3:14])[cH:23][cH:22][cH:21][c:20]1[CH3:24])=[O:18]. The reactants are C(C)(=O)OCC(=O)N1CCC(CC1)NC(=O)C1=C(C=2C(N(C=3C=CC=CC3C2N1C)CC1=NC(=CC=C1)C)=O)OC (2-{4-[({3-methoxy-1-methyl-5-[(6-methylpyridin-2-yl)methyl]-4-oxo-4,5-dihydro-1H-pyrrolo[3,2-c]quinolin-2-yl}carbonyl)amino]piperidin-1-yl}-2-oxoethyl acetate), C([O-])([O-])=O.[K+].[K+] (potassium carbonate), CO (methanol), O (water). The solvent is C1CCOC1 (THF), C(O)([O-])=O.[Na+] (sodium hydrogen carbonate). The product is OCC(=O)N1CCC(CC1)NC(=O)C1=C(C=2C(N(C=3C=CC=CC3C2N1C)CC1=NC(=CC=C1)C)=O)OC (N-[1-(hydroxyacetyl)piperidin-4-yl]-3-methoxy-1-methyl-5-[(6-methylpyridin-2-yl)methyl]-4-oxo-4,5-dihydro-1H-pyrrolo[3,2-c]quinoline-2-carboxamide). Yield: 50.0%. As a reaction SMILES: C([O:4][CH2:5][C:6]([N:8]1[CH2:13][CH2:12][CH:11]([NH:14][C:15]([C:17]2[N:29]([CH3:30])[C:28]3[C:27]4[CH:26]=[CH:25][CH:24]=[CH:23][C:22]=4[N:21]([CH2:31][C:32]4[CH:37]=[CH:36][CH:35]=[C:34]([CH3:38])[N:33]=4)[C:20](=[O:39])[C:19]=3[C:18]=2[O:40][CH3:41])=[O:16])[CH2:10][CH2:9]1)=[O:7])(=O)C.C(=O)([O-])[O-].[K+].[K+].CO.O>C1COCC1.C(=O)([O-])O.[Na+]>[OH:4][CH2:5][C:6]([N:8]1[CH2:13][CH2:12][CH:11]([NH:14][C:15]([C:17]2[N:29]([CH3:30])[C:28]3[C:27]4[CH:26]=[CH:25][CH:24]=[CH:23][C:22]=4[N:21]([CH2:31][C:32]4[CH:37]=[CH:36][CH:35]=[C:34]([CH3:38])[N:33]=4)[C:20](=[O:39])[C:19]=3[C:18]=2[O:40][CH3:41])=[O:16])[CH2:10][CH2:9]1)=[O:7] |f:1.2.3,7.8|. Reported procedure: A solution of 2-{4-[({3-methoxy-1-methyl-5-[(6-methylpyridin-2-yl)methyl]-4-oxo-4,5-dihydro-1H-pyrrolo[3,2-c]quinolin-2-yl}carbonyl)amino]piperidin-1-yl}-2-oxoethyl acetate (80 mg) and potassium carbonate (100 mg, 0.71 mmol) in THF (2 mL)-methanol (1 mL)-water (1 mL) was stirred at room temperature for 3 hr. The reaction mixture was diluted with saturated sodium hydrogen carbonate solution, and extracted twice with ethyl acetate. The extract was washed with brine, dried over magnesium sulfate, a... Reactants: [Br-], CCOCC, CSc1sc(C)c(CO)c1C, CC#N, CCOC(C)=O, CCCCCC, c1ccc([PH+](c2ccccc2)c2ccccc2)cc1. Yields the product [Br-], CSc1sc(C)c(C[P+](c2ccccc2)(c2ccccc2)c2ccccc2)c1C. Reaction SMILES: [Br-:12].[CH2:47]([O:48][CH2:49][CH3:50])[CH3:51].[CH3:1][c:2]1[s:3][c:4]([S:10][CH3:11])[c:5]([CH3:9])[c:6]1[CH2:7][OH:8].[CH3:32][C:33]#[N:34].[CH3:35][CH2:36][O:37][C:38](=[O:39])[CH3:40].[CH3:41][CH2:42][CH2:43][CH2:44][CH2:45][CH3:46].[c:13]1([PH+:19]([c:20]2[cH:21][cH:22][cH:23][cH:24][cH:25]2)[c:26]2[cH:27][cH:28][cH:29][cH:30][cH:31]2)[cH:14][cH:15][cH:16][cH:17][cH:18]1>>[Br-:12].[CH3:1][c:2]1[s:3][c:4]([S:10][CH3:11])[c:5]([CH3:9])[c:6]1[CH2:7][P+:19]([c:13]1[cH:14][cH:15][cH:16][cH:17][cH:18]1)([c:20]1[cH:21][cH:22][cH:23][cH:24][cH:25]1)[c:26]1[cH:27][cH:28][cH:29][cH:30][cH:31]1.